This data is from the Open Reaction Database (ORD), a public repository of structured organic reaction records. The task is: describe an organic reaction: reactants, conditions, products, and yield Reactants: Cc1[nH]c2cccc(OCC(O)CNC(C)(C)C)c2c1Cl, O=C(OC(=O)c1ccccc1)c1ccccc1, O=C([O-])CC(=O)O, CN(C)P(=O)(N(C)C)N(C)C, N, C1CCOC1, O=C(O)c1ccccc1, O=C(O)CC(=O)O. Product: Cc1[nH]c2cccc(OCC(CNC(C)(C)C)OC(=O)c3ccccc3)c2c1Cl. RXN SMILES: [C:1]([CH3:2])([CH3:3])([CH3:4])[NH:5][CH2:6][CH:7]([CH2:8][O:9][c:10]1[c:11]2[c:12]([Cl:20])[c:13]([CH3:19])[nH:14][c:15]2[cH:16][cH:17][cH:18]1)[OH:21].[C:31]([O:32][C:33](=[O:34])[c:35]1[cH:36][cH:37][cH:38][cH:39][cH:40]1)(=[O:41])[c:42]1[cH:43][cH:44][cH:45][cH:46][cH:47]1.[C:56]([OH:57])(=[O:58])[CH2:59][C:60]([O-:61])=[O:62].[CH3:68][N:69]([CH3:70])[P:71](=[O:72])([N:73]([CH3:74])[CH3:75])[N:76]([CH3:77])[CH3:78].[NH3:48].[O:63]1[CH2:64][CH2:65][CH2:66][CH2:67]1.[OH:22][C:23](=[O:24])[c:25]1[cH:26][cH:27][cH:28][cH:29][cH:30]1.[OH:49][C:50]([CH2:51][C:52](=[O:53])[OH:54])=[O:55]>>[C:1]([CH3:2])([CH3:3])([CH3:4])[NH:5][CH2:6][CH:7]([CH2:8][O:9][c:10]1[c:11]2[c:12]([Cl:20])[c:13]([CH3:19])[nH:14][c:15]2[cH:16][cH:17][cH:18]1)[O:21][C:23](=[O:22])[c:25]1[cH:26][cH:27][cH:28][cH:29][cH:30]1. The reactants are BrCc1ccccc1, O=C([O-])[O-], [K+], [K+], [K], CN(C)C=O, COC(=O)c1ccc(CCCc2ncccc2O)cc1. Product: COC(=O)c1ccc(CCCc2ncccc2OCc2ccccc2)cc1. Reaction SMILES: [Br:21][CH2:22][c:23]1[cH:24][cH:25][cH:26][cH:27][cH:28]1.[C:29](=[O:30])([O-:31])[O-:32].[K+:33].[K+:34].[K:35].[O:36]=[CH:37][N:38]([CH3:39])[CH3:40].[OH:1][c:2]1[c:3]([CH2:8][CH2:9][CH2:10][c:11]2[cH:12][cH:13][c:14]([C:15](=[O:16])[O:17][CH3:18])[cH:19][cH:20]2)[n:4][cH:5][cH:6][cH:7]1>>[O:1]([c:2]1[c:3]([CH2:8][CH2:9][CH2:10][c:11]2[cH:12][cH:13][c:14]([C:15](=[O:16])[O:17][CH3:18])[cH:19][cH:20]2)[n:4][cH:5][cH:6][cH:7]1)[CH2:22][c:23]1[cH:24][cH:25][cH:26][cH:27][cH:28]1. Conditions: time 10 minute. Reported procedure: The fumarate of the title compound of Example 5 (2.00 g, 5.40 mmol) was suspended in CHCl3 (20 mL) and the solution was treated with CF3COOH (25 mL). TLC (solvent system A) indicated the reaction to be complete after 10 min at rt. The solvent was evaporated in vacuo and the residue was dissolved in cold (5° C.) 50% aqueous NaOH (100 mL) and extracted with CHCl3 (2×100 mL). The combined organic layer was dried (Na2SO4) and the solvent was evaporated in vacuo to give the title compound (0.80 g, qu... Isolated yield 96.0%. Run in C(Cl)(Cl)Cl (CHCl3). Product: N1(CCCC1)C1CNCCC1 (3-(1-Pyrrolidinyl)piperidine). Starting materials: C(\C=C\C(=O)[O-])(=O)[O-] (fumarate), C(C)(C)(C)OC(=O)N1CC(CCC1)N1CCCC1 (1-(tert-Butoxycarbonyl)-3-(1-pyrrolidinyl)piperidine), C(=O)(C(F)(F)F)O (CF3COOH). Reaction SMILES: C([O-])(=O)/C=C/C([O-])=O.C(OC([N:16]1[CH2:21][CH2:20][CH2:19][CH:18]([N:22]2[CH2:26][CH2:25][CH2:24][CH2:23]2)[CH2:17]1)=O)(C)(C)C.C(O)(C(F)(F)F)=O>C(Cl)(Cl)Cl>[N:22]1([CH:18]2[CH2:19][CH2:20][CH2:21][NH:16][CH2:17]2)[CH2:26][CH2:25][CH2:24][CH2:23]1. The reactants are ClC1=C(C=C2C(C(=CN(C2=C1)C1CC1)C(=O)O)=O)F (7-chloro-1-cyclopropyl-6-fluoro-1,4-dihydro-4-oxo-3-quinolinecarboxylic acid), N1N=C(C=C1)C1NCCNC1 (2-(1H-pyrazol-3-yl)piperazine). The solvent is N1=CC=CC=C1 (pyridine). Product: C1(CC1)N1C=C(C(C2=CC(=C(C=C12)N1CC(NCC1)C1=NNC=C1)F)=O)C(=O)O (1-Cyclopropyl-6-fluoro-1,4-dihydro-4-oxo-7-[3-(1H-pyrazol-3-yl)-1-piperazinyl]-3-quinolinecarboxylic acid). Reaction SMILES: Cl[C:2]1[CH:11]=[C:10]2[C:5]([C:6](=[O:18])[C:7]([C:15]([OH:17])=[O:16])=[CH:8][N:9]2[CH:12]2[CH2:14][CH2:13]2)=[CH:4][C:3]=1[F:19].[NH:20]1[CH:24]=[CH:23][C:22]([CH:25]2[CH2:30][NH:29][CH2:28][CH2:27][NH:26]2)=[N:21]1>N1C=CC=CC=1>[CH:12]1([N:9]2[C:10]3[C:5](=[CH:4][C:3]([F:19])=[C:2]([N:29]4[CH2:28][CH2:27][NH:26][CH:25]([C:22]5[CH:23]=[CH:24][NH:20][N:21]=5)[CH2:30]4)[CH:11]=3)[C:6](=[O:18])[C:7]([C:15]([OH:17])=[O:16])=[CH:8]2)[CH2:14][CH2:13]1. Procedure details: A mixture of 703 mg of 7-chloro-1-cyclopropyl-6-fluoro-1,4-dihydro-4-oxo-3-quinolinecarboxylic acid, 1.I4 g of 2-(1H-pyrazol-3-yl)piperazine and 5 ml of pyridine was heated in a pressure bottle at for 24 hours. It was allowed to cool at room temperature, then cooled to 0° C., the pyridine removed and the crude product purified by flash chromatography on silica gel, giving 195 mg of the desired product.